Task: describe an organic reaction: reactants, conditions, products, and yield. Dataset: the Open Reaction Database (ORD), a public repository of structured organic reaction records As a reaction SMILES: [CH3:9][N:10]([CH3:11])[CH:12]=[O:13].[F:14][c:15]1[cH:16][c:17]2[c:18]([Cl:35])[n:19][c:20]([CH:25]=[CH:26][c:27]3[o:28][c:29]([N+:32](=[O:33])[O-:34])[cH:30][cH:31]3)[n:21][c:22]2[cH:23][cH:24]1.[NH2:1][c:2]1[c:3]([OH:8])[cH:4][cH:5][cH:6][cH:7]1.[OH2:36]>>[NH:1]([c:2]1[c:3]([OH:8])[cH:4][cH:5][cH:6][cH:7]1)[c:18]1[c:17]2[cH:16][c:15]([F:14])[cH:24][cH:23][c:22]2[n:21][c:20]([CH:25]=[CH:26][c:27]2[o:28][c:29]([N+:32](=[O:33])[O-:34])[cH:30][cH:31]2)[n:19]1. The product is O=[N+]([O-])c1ccc(C=Cc2nc(Nc3ccccc3O)c3cc(F)ccc3n2)o1. Reactants: CN(C)C=O, O=[N+]([O-])c1ccc(C=Cc2nc(Cl)c3cc(F)ccc3n2)o1, Nc1ccccc1O, O. Reactants: ClC=1C2=C(N=CN1)N(C=C2C2=CC=C(C=C2)OC)C(C)C (4-chloro-7-isopropyl-5-(4-methoxyphenyl)pyrrolo-[2,3-d]pyrimidine), N (ammonia). The solvent is O1CCOCC1 (1,4-dioxane). Conditions: temperature 120 celsius. The product is NC=1C2=C(N=CN1)N(C=C2C2=CC=C(C=C2)OC)C(C)C (4-amino-7-isopropyl-5-(4-methoxyphenyl)pyrrolo[2,3-d]-pyrimidine). Reaction SMILES: Cl[C:2]1[C:3]2[C:10]([C:11]3[CH:16]=[CH:15][C:14]([O:17][CH3:18])=[CH:13][CH:12]=3)=[CH:9][N:8]([CH:19]([CH3:21])[CH3:20])[C:4]=2[N:5]=[CH:6][N:7]=1.[NH3:22]>O1CCOCC1>[NH2:22][C:2]1[C:3]2[C:10]([C:11]3[CH:16]=[CH:15][C:14]([O:17][CH3:18])=[CH:13][CH:12]=3)=[CH:9][N:8]([CH:19]([CH3:21])[CH3:20])[C:4]=2[N:5]=[CH:6][N:7]=1. Procedure: A mixture of 4-chloro-7-isopropyl-5-(4-methoxyphenyl)pyrrolo-[2,3-d]pyrimidine (1.6 g), concentrated ammonia (80 ml, S.G. 0.880) and 1,4-dioxane (80 ml) was heated in a pressure vessel at 120° C. for 18 hours. The mixture was cooled to ambient temperature and the solvent was removed under reduced pressure to give a solid residue which was partitioned between ethyl acetate (100 ml) and water (100 ml). The aqueous layer was extracted with ethyl acetate and the combined organic layers were washed w... Reactants: CCO, O=C1c2ccccc2C(=O)N1OCc1nnc2n1-c1ccc(Cl)cc1C(c1ccccc1Cl)=NC2, NN, O. Yields the product NOCc1nnc2n1-c1ccc(Cl)cc1C(c1ccccc1Cl)=NC2. As a reaction SMILES: [CH3:39][CH2:40][OH:41].[Cl:4][c:5]1[cH:6][cH:7][c:8]2[c:9]([cH:38]1)[C:10]([c:31]1[c:32]([Cl:37])[cH:33][cH:34][cH:35][cH:36]1)=[N:11][CH2:12][c:13]1[n:14]-2[c:15]([CH2:18][O:19][N:20]2[C:21](=[O:22])[c:23]3[cH:24][cH:25][cH:26][cH:27][c:28]3[C:29]2=[O:30])[n:16][n:17]1.[NH2:2][NH2:3].[OH2:1]>>[Cl:4][c:5]1[cH:6][cH:7][c:8]2[c:9]([cH:38]1)[C:10]([c:31]1[c:32]([Cl:37])[cH:33][cH:34][cH:35][cH:36]1)=[N:11][CH2:12][c:13]1[n:14]-2[c:15]([CH2:18][O:19][NH2:20])[n:16][n:17]1. RXN SMILES: [O:1]([C:8]1[C:9]([NH:24][C:25]2[S:29][N:28]=[C:27]([CH:30]3[CH2:35][CH2:34][N:33](C(OC(C)(C)C)=O)[CH2:32][CH2:31]3)[N:26]=2)=[N:10][CH:11]=[C:12]([S:14][C:15]2[CH:20]=[CH:19][N:18]=[C:17]3[CH:21]=[CH:22][S:23][C:16]=23)[CH:13]=1)[C:2]1[CH:7]=[CH:6][CH:5]=[CH:4][CH:3]=1.CO.[ClH:45]>C(Cl)Cl.O1CCOCC1>[ClH:45].[ClH:45].[ClH:45].[O:1]([C:8]1[C:9]([NH:24][C:25]2[S:29][N:28]=[C:27]([CH:30]3[CH2:35][CH2:34][NH:33][CH2:32][CH2:31]3)[N:26]=2)=[N:10][CH:11]=[C:12]([S:14][C:15]2[CH:20]=[CH:19][N:18]=[C:17]3[CH:21]=[CH:22][S:23][C:16]=23)[CH:13]=1)[C:2]1[CH:3]=[CH:4][CH:5]=[CH:6][CH:7]=1 |f:5.6.7.8|. Reactants: CO (methanol), Cl (HCl), O(C1=CC=CC=C1)C=1C(=NC=C(C1)SC1=C2C(=NC=C1)C=CS2)NC2=NC(=NS2)C2CCN(CC2)C(=O)OC(C)(C)C (tert-butyl 4-(5-(3-phenoxy-5-(thieno[3,2-b]pyridin-7-ylthio)pyridin-2-ylamino)-1,2,4-thiadiazol-3-yl)piperidine-1-carboxylate). Yields the product Cl.Cl.Cl.O(C1=CC=CC=C1)C=1C(=NC=C(C1)SC1=C2C(=NC=C1)C=CS2)NC2=NC(=NS2)C2CCNCC2 (3-phenoxy-N-(3-(piperidin-4-yl)-1,2,4-thiadiazol-5-yl)-5-(thieno[3,2-b]pyridin-7-ylthio)pyridin-2-amine trihydrochloride). Solvent: O1CCOCC1 (dioxane), C(Cl)Cl (CH2Cl2). Yield: 100.0%. Reported procedure: tert-butyl 4-(5-(3-phenoxy-5-(thieno[3,2-b]pyridin-7-ylthio)pyridin-2-ylamino)-1,2,4-thiadiazol-3-yl)piperidine-1-carboxylate (10 g, 16 mmol) was dissolved in 1:1 CH2Cl2:methanol and 4N HCl in dioxane was added (80 mL). The reaction was stirred for 1 hour and then concentrated in vacuo to afford 3-phenoxy-N-(3-(piperidin-4-yl)-1,2,4-thiadiazol-5-yl)-5-(thieno[3,2-b]pyridin-7-ylthio)pyridin-2-amine trihydrochloride (10 g, 100%). Run at time 1 hour.